This data is from the Open Reaction Database (ORD), a public repository of structured organic reaction records. The task is: describe an organic reaction: reactants, conditions, products, and yield Reactants: Cc1ccc(Nc2cc(N3CCCCC3)nc(N3CCN(Cc4ccccc4)CC3)n2)cc1, CO, O=C[O-], [NH4+]. Yields the product Cc1ccc(Nc2cc(N3CCCCC3)nc(N3CCNCC3)n2)cc1. As a reaction SMILES: [CH2:1]([c:2]1[cH:3][cH:4][cH:5][cH:6][cH:7]1)[N:8]1[CH2:9][CH2:10][N:11]([c:14]2[n:15][c:16]([N:28]3[CH2:29][CH2:30][CH2:31][CH2:32][CH2:33]3)[cH:17][c:18]([NH:20][c:21]3[cH:22][cH:23][c:24]([CH3:27])[cH:25][cH:26]3)[n:19]2)[CH2:12][CH2:13]1.[CH3:38][OH:39].[CH:34]([O-:35])=[O:36].[NH4+:37]>>[NH:8]1[CH2:9][CH2:10][N:11]([c:14]2[n:15][c:16]([N:28]3[CH2:29][CH2:30][CH2:31][CH2:32][CH2:33]3)[cH:17][c:18]([NH:20][c:21]3[cH:22][cH:23][c:24]([CH3:27])[cH:25][cH:26]3)[n:19]2)[CH2:12][CH2:13]1. Starting materials: ClC1=NC=2N3C(C(N(C2C=N1)CC(C)(OC1OCCCC1)C)=O)COCC3 (2-chloro-5-(2-methyl-2-(tetrahydro-2H-pyran-2-yloxy)propyl)-6a,7,9,10-tetrahydro-[1,4]oxazino[3,4-h]pteridin-6(5H)-one), IC (iodomethane), CC(C)(C)[O-].[Na+] (sodium 2-methylpropan-2-olate). Solvent: CS(=O)C (DMSO). Conditions: time 16 hour. Product: ClC1=NC=2N3C(C(N(C2C=N1)CC(C)(OC1OCCCC1)C)=O)(COCC3)C (2-chloro-6a-methyl-5-(2-methyl-2-(tetrahydro-2H-pyran-2-yloxy)propyl)-6a,7,9,10-tetrahydro-[1,4]oxazino[3,4-h]pteridin-6(5H)-one). Yield: 133.1%. As a reaction SMILES: [Cl:1][C:2]1[N:11]=[CH:10][C:9]2[N:8]([CH2:12][C:13]([CH3:22])([O:15][CH:16]3[CH2:21][CH2:20][CH2:19][CH2:18][O:17]3)[CH3:14])[C:7](=[O:23])[CH:6]3[CH2:24][O:25][CH2:26][CH2:27][N:5]3[C:4]=2[N:3]=1.IC.[CH3:30]C([O-])(C)C.[Na+]>CS(C)=O>[Cl:1][C:2]1[N:11]=[CH:10][C:9]2[N:8]([CH2:12][C:13]([CH3:14])([O:15][CH:16]3[CH2:21][CH2:20][CH2:19][CH2:18][O:17]3)[CH3:22])[C:7](=[O:23])[C:6]3([CH3:30])[CH2:24][O:25][CH2:26][CH2:27][N:5]3[C:4]=2[N:3]=1 |f:2.3|. Procedure details: To a mixture of 2-chloro-5-(2-methyl-2-(tetrahydro-2H-pyran-2-yloxy)propyl)-6a,7,9,10-tetrahydro-[1,4]oxazino[3,4-h]pteridin-6(5H)-one (96.2 mg, 0.242 mmol) and iodomethane (0.076 ml, 1.21 mmol) in DMSO (4 ml) at 0° C. was added sodium 2-methylpropan-2-olate (46.6 mg, 0.485 mmol). The ice-bath was removed and the reaction mixture was stirred at room temperature for 16 h, followed by being poured into water. Extraction with EtOAc, washing with water, drying and concentration in vacuo gave crude 2... Reactants: OC1=C(C=C(C=2C(C3=CC(=CC=C3C(C12)=O)Cl)=O)N)Br (1-hydroxy-2-bromo-4-amino-6-chloroanthraquinone), C1(=CC=CC=C1)[O-] (phenolate). The product is OC1=C(C=C(C=2C(C3=CC(=CC=C3C(C12)=O)Cl)=O)N)OC1=CC=CC=C1 (1-hydroxy-2-phenoxy-4-amino-6-chloroanthraquinone). Reaction SMILES: [OH:1][C:2]1[C:15]2[C:14](=[O:16])[C:13]3[C:8](=[CH:9][C:10]([Cl:17])=[CH:11][CH:12]=3)[C:7](=[O:18])[C:6]=2[C:5]([NH2:19])=[CH:4][C:3]=1Br.[C:21]1([O-:27])[CH:26]=[CH:25][CH:24]=[CH:23][CH:22]=1>>[OH:1][C:2]1[C:15]2[C:14](=[O:16])[C:13]3[C:8](=[CH:9][C:10]([Cl:17])=[CH:11][CH:12]=3)[C:7](=[O:18])[C:6]=2[C:5]([NH2:19])=[CH:4][C:3]=1[O:27][C:21]1[CH:26]=[CH:25][CH:24]=[CH:23][CH:22]=1. Procedure details: When 70.5 g of the 1-hydroxy-2-bromo-4-amino-6-chloroanthraquinone prepared above are subjected to a phenolate fusion as described in Example 467c, then 59 g, corresponding to 80% of theory, of 1-hydroxy-2-phenoxy-4-amino-6-chloroanthraquinone are obtained, the colour shade of which on silica gel is a pink tinged with blue having the Indicator Number 51 (Colour Index Hue Indication Chart). Yields the product C#CCC(CCCC)(O[Si](C)(C)C)C(F)(F)F. The reactants are C[Si](C)(C)Cl, CN(C)C=O, C#CCC(O)(CCCC)C(F)(F)F, c1c[nH]cn1. RXN SMILES: [CH3:19][Si:20]([CH3:21])([CH3:22])[Cl:23].[CH3:24][N:25]([CH3:26])[CH:27]=[O:28].[F:1][C:2]([C:3]([CH2:4][C:5]#[CH:6])([CH2:7][CH2:8][CH2:9][CH3:10])[OH:11])([F:12])[F:13].[nH:14]1[cH:15][cH:16][n:17][cH:18]1>>[F:1][C:2]([C:3]([CH2:4][C:5]#[CH:6])([CH2:7][CH2:8][CH2:9][CH3:10])[O:11][Si:20]([CH3:19])([CH3:21])[CH3:22])([F:12])[F:13]. The reactants are N1C=NC=C1 (imidazole), C(C1=CC=CC=C1)OC(=O)N[C@@H](CC(C)C)C(=O)O (Nα -[(benzyloxy)carbonyl]-L-leucine), N1C=NC=C1 (imidazole), P(=O)(OC1=CC=CC=C1)(Cl)Cl (phenyl dichlorophosphate), N[C@H]([C@@H](O)C=1OC=CC1)CC1CCCCC1 ((S)-2-amino-3-cyclohexyl-(R)-1-(2-furanyl)propan-1-ol). The solvent is O1CCCC1 (tetrahydrofuran), CN(C=O)C (N,N-dimethylformamide), ClCCl (dichloromethane), ClCCl (dichloromethane). Run at temperature 0 celsius, time 20 minute. Product: C(C1=CC=CC=C1)OC(=O)N[C@@H](CC(C)C)C(=O)N[C@H]([C@@H](O)C=1OC=CC1)CC1CCCCC1 (N-[N-(benzyloxy)carbonyl-L-leucyl]-(S)-2-amino-3-cyclohexyl-(R)-1-(2-furanyl)propan-1-ol). The yield is 84.0%. As a reaction SMILES: N1C=CN=C1.P(Cl)(Cl)(OC1C=CC=CC=1)=O.[CH2:17]([O:24][C:25]([NH:27][C@H:28]([C:33]([OH:35])=O)[CH2:29][CH:30]([CH3:32])[CH3:31])=[O:26])[C:18]1[CH:23]=[CH:22][CH:21]=[CH:20][CH:19]=1.[NH2:36][C@@H:37]([CH2:45][CH:46]1[CH2:51][CH2:50][CH2:49][CH2:48][CH2:47]1)[C@H:38]([C:40]1[O:41][CH:42]=[CH:43][CH:44]=1)[OH:39]>ClCCl.O1CCCC1.CN(C)C=O>[CH2:17]([O:24][C:25]([NH:27][C@H:28]([C:33]([NH:36][C@@H:37]([CH2:45][CH:46]1[CH2:51][CH2:50][CH2:49][CH2:48][CH2:47]1)[C@H:38]([C:40]1[O:41][CH:42]=[CH:43][CH:44]=1)[OH:39])=[O:35])[CH2:29][CH:30]([CH3:31])[CH3:32])=[O:26])[C:18]1[CH:19]=[CH:20][CH:21]=[CH:22][CH:23]=1. Procedure details: To a solution of 1.4 g of imidazole in 18 ml of dichloromethane is added 0.90 ml of phenyl dichlorophosphate in 6 ml of dichloromethane. The mixture is stirred for 20 minutes, cooled to 0° C. and a solution of 0.60 g of imidazole, 2.4 ml of N,N-dimethylformamide and 1.6 g of Nα -[(benzyloxy)carbonyl]-L-leucine in 6 ml of tetrahydrofuran added. The mixture is stirred at 0°C. for 40 minutes and then 1.30 g of (S)-2-amino-3-cyclohexyl-(R)-1-(2-furanyl)propan-1-ol added. The mixture is stirred at 0°... The reactants are S(=O)(=O)([O-])[O-].[NH4+].[NH4+] (ammonium sulfate), C(C)(=O)OCC (ethyl acetate), NC1=C(C=C(C=C1)Br)C(=O)C1=CC=CC=C1 ((2-amino-5-bromophenyl)(phenyl)methanone), C1CCOC1 (THF). Reaction conditions: time 3 hour. Product: BrC=1C=CC2=C(C(OC(N2)C)(C2=CC=CC=C2)C)C1 (6-bromo-2,4-dimethyl-4-phenyl-1,4-dihydro-2H-3,1-benzoxazine). Isolated yield 70.0%. As a reaction SMILES: [NH2:1][C:2]1[CH:7]=[CH:6][C:5]([Br:8])=[CH:4][C:3]=1[C:9]([C:11]1[CH:16]=[CH:15][CH:14]=[CH:13][CH:12]=1)=[O:10].S([O-])([O-])(=O)=O.[NH4+].[NH4+].[C:24](OCC)(=O)[CH3:25].[CH2:30]1COCC1>>[Br:8][C:5]1[CH:6]=[CH:7][C:2]2[NH:1][CH:24]([CH3:25])[O:10][C:9]([CH3:30])([C:11]3[CH:12]=[CH:13][CH:14]=[CH:15][CH:16]=3)[C:3]=2[CH:4]=1 |f:1.2.3|. Procedure details: To a solution of (2-amino-5-bromophenyl)(phenyl)methanone (1 g, 3.6 mmol) in anhydrous THF (15 mL) was added at room temperature under nitrogen methylmagnesium bromide (3M in ether, 3 mL, 9 mmol). After 3 hours, the mixture was treated with a saturated aqueous ammonium sulfate solution (30 mL) and ethyl acetate (50 mL). The organic layer was separated, dried (MgSO4), and evaporated. The residue was then dissolved in anhydrous toluene and treated at ambient temperature under nitrogen with acetyla... The reactants are C([O-])([O-])=O.[K+].[K+] (potassium carbonate), C(=O)=O (carbon dioxide), hydrocarbon. Product: C([O-])([O-])=O.[K+].[K+] (potassium carbonate), C([O-])(O)=O (bicarbonate). RXN SMILES: C(=O)=O.[C:4](=[O:7])([O-:6])[O-:5].[K+:8].[K+]>>[C:4](=[O:5])([O-:7])[O-:6].[K+:8].[K+:8].[C:4](=[O:5])([OH:7])[O-:6] |f:1.2.3,4.5.6|. Procedure: While feed 41 to the bottom of the carbon dioxide absorber 50 is simply based on the desired hydrocarbon circulation rate in the reaction section, stream 62 is rich in potassium carbonate and is flow-controlled to the top of the tower 50. Guidelines are established for potassium carbonate and potassium bicarbonate concentrations in the carbon dioxide absorber bottoms stream 52 representative of proper operation of the carbon dioxide removal unit. For example, potassium carbonate content ranges f... The product is C(C1=CC=CC=C1)OC=1C=C(C(=O)N2C([C@H](CC2)O)=O)C=CC1OC ((S)-1-(3-benzyloxy-4-methoxybenzoyl)-3-hydroxy-2-pyrrolidinone). Solvent: FC(C(=O)OC(C(F)(F)F)=O)(F)F (trifluoroacetic acid anhydride). Procedure: 6.5 g of (S)-4-[(3-benzyloxy-4-methoxybenzoyl)amino]-2-hydroxybutyric acid and 1.0 g of sodium trifluoroacetate are boiled at reflux while stirring in 40 ml of trifluoroacetic acid anhydride for 48 hours. After evaporation of the mixture, the residue is shaken three times with toluene, and the toluene is thereafter evaporated in vacuo. The residue, containing (S)-1-(3-benzyloxy-4-methoxybenzoyl)-2-oxo-3-pyrrolidinyltrifluoroacetate, is boiled at reflux in 40 ml of absolute methanol for 30 minute... Reaction SMILES: [CH2:1]([O:8][C:9]1[CH:10]=[C:11]([CH:22]=[CH:23][C:24]=1[O:25][CH3:26])[C:12]([NH:14][CH2:15][CH2:16][C@H:17]([OH:21])[C:18](O)=[O:19])=[O:13])[C:2]1[CH:7]=[CH:6][CH:5]=[CH:4][CH:3]=1.FC(F)(F)C([O-])=O.[Na+]>FC(F)(F)C(OC(=O)C(F)(F)F)=O>[CH2:1]([O:8][C:9]1[CH:10]=[C:11]([CH:22]=[CH:23][C:24]=1[O:25][CH3:26])[C:12]([N:14]1[CH2:15][CH2:16][C@H:17]([OH:21])[C:18]1=[O:19])=[O:13])[C:2]1[CH:7]=[CH:6][CH:5]=[CH:4][CH:3]=1 |f:1.2|. The reactants are C(C1=CC=CC=C1)OC=1C=C(C(=O)NCC[C@@H](C(=O)O)O)C=CC1OC ((S)-4-[(3-benzyloxy-4-methoxybenzoyl)amino]-2-hydroxybutyric acid), FC(C(=O)[O-])(F)F.[Na+] (sodium trifluoroacetate).